From a dataset of the Open Reaction Database (ORD), a public repository of structured organic reaction records. describe an organic reaction: reactants, conditions, products, and yield Reactants: C1(=CC=CC=C1)O (phenol), C([O-])([O-])=O.[K+].[K+] (potassium carbonate), BrC(C(=O)OCC)C (ethyl 2-bromo-propionate). Run in C(C)O (ethanol). Run at time 12 hour. Yields the product O(C1=CC=CC=C1)C(C(=O)OCC)C (ethyl 2-phenoxy-propionate). Yield: 61.5%. RXN SMILES: [C:1]1([OH:7])[CH:6]=[CH:5][CH:4]=[CH:3][CH:2]=1.C(=O)([O-])[O-].[K+].[K+].Br[CH:15]([CH3:21])[C:16]([O:18][CH2:19][CH3:20])=[O:17]>C(O)C>[O:7]([CH:15]([CH3:21])[C:16]([O:18][CH2:19][CH3:20])=[O:17])[C:1]1[CH:6]=[CH:5][CH:4]=[CH:3][CH:2]=1 |f:1.2.3|. Procedure details: A mixture consisting of 34.8 gm (0.37 mol) of phenol, 111 gm (0.81 mol) of potassium carbonate, 89 ml (0.69 mol) of ethyl 2-bromo-propionate and 200 ml of ethanol was boiled for 12 hours, while stirring. Thereafter, the reaction mixture was filtered, and the filtrate was distilled, yielding 44.2 gm of ethyl 2-phenoxy-propionate, b.p. 93°-94° C. at 0.1 mm Hg. Reactants: N1(CCOCC1)C(=O)N1CC(CC(C1)C1=CC=C(C=C1)C(F)(F)F)C(N)=S (1-(Morpholin-4-ylcarbonyl)-5-[4-(trifluoromethyl)phenyl]piperidine-3-carbothioamide), BrCC(CC(C)C)=O (1-bromo-4-methylpentan-2-one). Yields the product CC(CC=1N=C(SC1)C1CN(CC(C1)C1=CC=C(C=C1)C(F)(F)F)C(=O)N1CCOCC1)C ({3-[4-(2-Methylpropyl)-1,3-thiazol-2-yl]-5-[4-(trifluoromethyl)phenyl]piperidin-1-yl}(morpholin-4-yl)methanone). Reaction SMILES: [N:1]1([C:7]([N:9]2[CH2:14][CH:13]([C:15]3[CH:20]=[CH:19][C:18]([C:21]([F:24])([F:23])[F:22])=[CH:17][CH:16]=3)[CH2:12][CH:11]([C:25](=[S:27])[NH2:26])[CH2:10]2)=[O:8])[CH2:6][CH2:5][O:4][CH2:3][CH2:2]1.Br[CH2:29][C:30](=O)[CH2:31][CH:32]([CH3:34])[CH3:33]>>[CH3:33][CH:32]([CH3:34])[CH2:31][C:30]1[N:26]=[C:25]([CH:11]2[CH2:12][CH:13]([C:15]3[CH:20]=[CH:19][C:18]([C:21]([F:22])([F:23])[F:24])=[CH:17][CH:16]=3)[CH2:14][N:9]([C:7]([N:1]3[CH2:6][CH2:5][O:4][CH2:3][CH2:2]3)=[O:8])[CH2:10]2)[S:27][CH:29]=1. Reported procedure: 150 mg (about 0.315 mmol) of the compound from Example 53A and 76 mg (0.426 mmol) of 1-bromo-4-methylpentan-2-one (J. Org. Chem., 19, 2005, 4141-4153) were reacted according to the General Method 3. Yield: 68 mg (40% of theory). Starting materials: C(=C)C1=NC=CC=C1 (2-vinylpyridine), [O-]O.C1(=CC=CC=C1)C(C)C (cumene hydroperoxide), NCCNCCNCCNCCN (tetraethylenepentamine), [K] (potassium), fatty acids. Run in xylenes, O (water). Product: C=CC=C.C=CC1=CC=CC=C1 (Butadiene Styrene Rubber). As a reaction SMILES: [CH:1]([C:3]1[CH:8]=CC=CN=1)=[CH2:2].[O-]O.[C:11]1([CH:17](C)[CH3:18])[CH:16]=[CH:15][CH:14]=[CH:13][CH:12]=1.NCCNCCNCCNCCN.[K]>O>[CH2:2]=[CH:1][CH:3]=[CH2:8].[CH2:18]=[CH:17][C:11]1[CH:16]=[CH:15][CH:14]=[CH:13][CH:12]=1 |f:1.2,6.7,^1:32|. Procedure: In a laboratory Banbury 100 grams of butadienestyrene copolymer rubber (SBR 1502), 40 grams of 2-vinylpyridine, 3 grams of cumene hydroperoxide and 1 gram of tetraethylenepentamine were mixed for 3 minutes at temperatures in excess of 325° F to cause polar grafting of the batch of rubber. This grafting operation was repeated to produce 3 more batches and the four batches of grafted product were cooled and dissolved in 16 kilograms of mixed xylenes, with the aid of agitation, over a period of 12 ...